This data is from the Open Reaction Database (ORD), a public repository of structured organic reaction records. The task is: describe an organic reaction: reactants, conditions, products, and yield Starting materials: BrC=1C=C2CCC(NC2=NC1)=O (6-bromo-3,4-dihydro-1H-1,8-naphthyridin-2-one), CN(CCN1C=C(C2=CC=CC=C12)CN(C(C=C)=O)C)C (N-[1-(2-dimethylaminoethyl)-1H-indol-3-ylmethyl]-N-methyl-acrylamide), C1(=C(C=CC=C1)P(C1=C(C=CC=C1)C)C1=C(C=CC=C1)C)C (tri-ortho-tolylphosphine), C(C)(C)N(CC)C(C)C (diisopropylethylamine). Reagents/catalysts: CC(=O)[O-].CC(=O)[O-].[Pd+2] (Pd(OAc)2). The solvent is C(CC)#N (propionitrile). Yields the product CN(CCN1C=C(C2=CC=CC=C12)CN(C(\C=C\C=1C=NC=2NC(CCC2C1)=O)=O)C)C ((E)-N-[1-(2-dimethylaminoethyl)-1H-indol-3-ylmethyl]-N-methyl-3-(7-oxo-5,6,7,8-tetrahydro-1,8-naphthyridin-3-yl)acrylamide). Yield: 17.2%. As a reaction SMILES: Br[C:2]1[CH:3]=[C:4]2[C:9](=[N:10][CH:11]=1)[NH:8][C:7](=[O:12])[CH2:6][CH2:5]2.[CH3:13][N:14]([CH3:33])[CH2:15][CH2:16][N:17]1[C:25]2[C:20](=[CH:21][CH:22]=[CH:23][CH:24]=2)[C:19]([CH2:26][N:27]([CH3:32])[C:28](=[O:31])[CH:29]=[CH2:30])=[CH:18]1.C1(C)C=CC=CC=1P(C1C=CC=CC=1C)C1C=CC=CC=1C.C(N(C(C)C)CC)(C)C>C(#N)CC.CC([O-])=O.CC([O-])=O.[Pd+2]>[CH3:33][N:14]([CH3:13])[CH2:15][CH2:16][N:17]1[C:25]2[C:20](=[CH:21][CH:22]=[CH:23][CH:24]=2)[C:19]([CH2:26][N:27]([CH3:32])[C:28](=[O:31])/[CH:29]=[CH:30]/[C:2]2[CH:11]=[N:10][C:9]3[NH:8][C:7](=[O:12])[CH2:6][CH2:5][C:4]=3[CH:3]=2)=[CH:18]1 |f:5.6.7|. Procedure details: A solution of 6-bromo-3,4-dihydro-1H-1,8-naphthyridin-2-one (0.61 g, 2.70 mmole), N-[1-(2-dimethylaminoethyl)-1H-indol-3-ylmethyl]-N-methyl-acrylamide (1.00 g, 3.50 mmole), Pd(OAc)2 (0.08 g, 0.35 mmole), tri-ortho-tolylphosphine (0.21 g, 0.70 mmole), and diisopropylethylamine (0.91 mL, 5.25 mmole) in propionitrile (70 mL) was deoxygenated, then was and heated to reflux under a N2 overnight. The dark mixture was filtered through a pad of Celite®, and the filter pad was rinsed with acetonitrile (2... The product is O=C(O)c1cc2ccccc2cc1O. As a reaction SMILES: [CH3:22][C:23]1([c:24]2[cH:25][cH:26][cH:27][cH:28][cH:29]2)[c:30]2[c:31]([cH:32][cH:33][cH:34][cH:35]2)[CH2:36][CH2:37]1.[Na+:12].[Na+:17].[Na+:18].[O:19]=[C:20]=[O:21].[S:13]([O-:14])([O-:15])=[O:16].[cH:1]1[c:2]([O-:11])[cH:3][cH:4][c:5]2[cH:6][cH:7][cH:8][cH:9][c:10]12>>[cH:1]1[c:2]([OH:11])[c:3]([C:20](=[O:19])[OH:21])[cH:4][c:5]2[cH:6][cH:7][cH:8][cH:9][c:10]12. The reactants are CC1(c2ccccc2)CCc2ccccc21, [Na+], [Na+], [Na+], O=C=O, O=S([O-])[O-], [O-]c1ccc2ccccc2c1. Starting materials: [N+](=[N-])=C (diazomethane), ClC1=CC=C(C(=O)C2=C(C=C(N2C)C(=O)O)SC)C=C1 (5-(p-chlorobenzoyl)-2-hydroxycarbonyl-4-methylthio-1-methylpyrrole), C(=O)(C(=O)Cl)Cl ((COCl)2), CN(C=O)C (dimethylformamide). Run in C(Cl)Cl (methylene chloride), C(Cl)Cl (methylene chloride). The product is ClC1=CC=C(C(=O)C2=C(C=C(N2C)C(=O)C=[N+]=[N-])SC)C=C1 (5-(p-chlorobenzoyl)-2-diazomethylcarbonyl-4-methylthio-1-methylpyrrole). RXN SMILES: [Cl:1][C:2]1[CH:20]=[CH:19][C:5]([C:6]([C:8]2[N:12]([CH3:13])[C:11]([C:14]([OH:16])=O)=[CH:10][C:9]=2[S:17][CH3:18])=[O:7])=[CH:4][CH:3]=1.C(Cl)(C(Cl)=O)=O.CN(C)C=O.[N+:32](=[CH2:34])=[N-:33]>C(Cl)Cl>[Cl:1][C:2]1[CH:3]=[CH:4][C:5]([C:6]([C:8]2[N:12]([CH3:13])[C:11]([C:14]([CH:34]=[N+:32]=[N-:33])=[O:16])=[CH:10][C:9]=2[S:17][CH3:18])=[O:7])=[CH:19][CH:20]=1. Procedure: To a solution of the crude 5-(p-chlorobenzoyl)-2-hydroxycarbonyl-4-methylthio-1-methylpyrrole in 3 ml of methylene chloride is added 100 μl of (COCl)2 followed by the addition of 0.5 μl of dimethylformamide (DMF). The resulting reaction mixture is stirred for about an hour and then concentrated to give a yellow solid. Subsequently freshly prepared diazomethane is added dropwise to a stirred solution of the yellow solid in 1 ml of methylene chloride at 0°. The reaction is allowed to warm up to ro... Product: Cl.N(=[N+]=[N-])CCN1C(=NC=C1)C (1-(2-azidoethyl)-2-methylimidazole hydrochloride). Reactants: N(=[N+]=[N-])CCN1C(=NC=C1)C (1-(2-azidoethyl)-2-methylimidazole), solution, Cl (hydrogen chloride), CCOCC (ether). Procedure: To a solution of 4 parts of 1-(2-azidoethyl)-2-methylimidazole in approximately 40 parts of 2-propanol is added 10 parts of a 20% solution of hydrogen chloride in 2-propanol. The precipitate which results (formation of which can be speeded by introducing a small amount of anhydrous ether) is isolated by filtration, washed with anhydrous ether, dried in air, and recrystallized from a mixture of 2-propanol and anhydrous ether to give 1-(2-azidoethyl)-2-methylimidazole hydrochloride melting at 132°... Reaction SMILES: [N:1]([CH2:4][CH2:5][N:6]1[CH:10]=[CH:9][N:8]=[C:7]1[CH3:11])=[N+:2]=[N-:3].[ClH:12].CCOCC>CC(O)C>[ClH:12].[N:1]([CH2:4][CH2:5][N:6]1[CH:10]=[CH:9][N:8]=[C:7]1[CH3:11])=[N+:2]=[N-:3] |f:4.5|. Run in CC(C)O (2-propanol), CC(C)O (2-propanol). Starting materials: O=C([O-])[O-], C1COCCN1, CN(C)C=O, COc1cc2nccc(Oc3ccc(C)cc3C(=O)c3ccc(OCCCl)cc3)c2cc1OC, [K+], [K+], O. Product: COc1cc2nccc(Oc3ccc(C)cc3C(=O)c3ccc(OCCN4CCOCC4)cc3)c2cc1OC. Reaction SMILES: [C:35](=[O:36])([O-:37])[O-:38].[CH2:41]1[CH2:42][O:43][CH2:44][CH2:45][NH:46]1.[CH3:48][N:49]([CH3:50])[CH:51]=[O:52].[Cl:1][CH2:2][CH2:3][O:4][c:5]1[cH:6][cH:7][c:8]([C:11](=[O:12])[c:13]2[c:14]([O:20][c:21]3[cH:22][cH:23][n:24][c:25]4[cH:26][c:27]([O:33][CH3:34])[c:28]([O:31][CH3:32])[cH:29][c:30]34)[cH:15][cH:16][c:17]([CH3:19])[cH:18]2)[cH:9][cH:10]1.[K+:39].[K+:40].[OH2:47]>>[CH2:2]([CH2:3][O:4][c:5]1[cH:6][cH:7][c:8]([C:11](=[O:12])[c:13]2[c:14]([O:20][c:21]3[cH:22][cH:23][n:24][c:25]4[cH:26][c:27]([O:33][CH3:34])[c:28]([O:31][CH3:32])[cH:29][c:30]34)[cH:15][cH:16][c:17]([CH3:19])[cH:18]2)[cH:9][cH:10]1)[N:46]1[CH2:41][CH2:42][O:43][CH2:44][CH2:45]1. The product is ClC1=CC=C2C(=CC=NC2=C1)NCCCN1CCN(CC1)CCCN1CCCC1 (N-(7-chloro-quinolin-4-yl)-N-3-[4-(3-pyrrolidin-1-yl-propyl)piperazin-1-yl]propylamine). Reaction conditions: time 48 hour. RXN SMILES: [Cl:1][C:2]1[CH:11]=[C:10]2[C:5]([C:6]([NH:12][CH2:13][CH2:14][CH2:15][N:16]3[CH2:21][CH2:20][N:19]([CH2:22][CH2:23][CH2:24][NH:25][C:26]4[C:35]5[C:30](=[CH:31]C(Cl)=CC=5)N=CC=4)[CH2:18][CH2:17]3)=[CH:7][CH:8]=[N:9]2)=[CH:4][CH:3]=1.BrCCCCBr.C([O-])([O-])=O.[K+].[K+]>CN(C=O)C>[Cl:1][C:2]1[CH:11]=[C:10]2[C:5]([C:6]([NH:12][CH2:13][CH2:14][CH2:15][N:16]3[CH2:17][CH2:18][N:19]([CH2:22][CH2:23][CH2:24][N:25]4[CH2:31][CH2:30][CH2:35][CH2:26]4)[CH2:20][CH2:21]3)=[CH:7][CH:8]=[N:9]2)=[CH:4][CH:3]=1 |f:2.3.4|. Procedure: To a solution of 1,4-bis{3-[N-(7-chloroquinolin-4-yl)amino]propyl}piperazine described in example 1 (0.15 g, 0.41 mmol), 1,4-dibromobutane (0.06 mL, 0.5 mmol) in DMF (5 mL), K2CO3 (287 mg, 2.07 mmol) is added. After stirring the mixture at room temperature for 48 h, the solvent was removed under reduced pressure. The residue was solubilized in CH2Cl2, washed with NaHCO3 1M and dried over MgSO4. Crude compound is purified by thick-layer chromatography (CH2Cl2/MeOH/NH4OH: 80/20/2.7). The solvent is CN(C)C=O (DMF). The reactants are ClC1=CC=C2C(=CC=NC2=C1)NCCCN1CCN(CC1)CCCNC1=CC=NC2=CC(=CC=C12)Cl (1,4-bis{3-[N-(7-chloroquinolin-4-yl)amino]propyl}piperazine), C(=O)([O-])[O-].[K+].[K+] (K2CO3), example 1, BrCCCCBr (1,4-dibromobutane). Starting materials: CCCCOP(=O)(OCCCC)OCCCC (TBPA), C(COCCOCC(=O)O)N (AEEA). The product is CCCCOP(=O)(OCCCC)OCCCC.C(COCCOCC(=O)O)N (TBPA AEEA). As a reaction SMILES: [CH3:1][CH2:2][CH2:3][CH2:4][O:5][P:6]([O:13][CH2:14][CH2:15][CH2:16][CH3:17])([O:8][CH2:9][CH2:10][CH2:11][CH3:12])=[O:7].[CH2:18]([NH2:28])[CH2:19][O:20][CH2:21][CH2:22][O:23][CH2:24][C:25]([OH:27])=[O:26]>>[CH3:12][CH2:11][CH2:10][CH2:9][O:8][P:6]([O:5][CH2:4][CH2:3][CH2:2][CH3:1])([O:13][CH2:14][CH2:15][CH2:16][CH3:17])=[O:7].[CH2:18]([NH2:28])[CH2:19][O:20][CH2:21][CH2:22][O:23][CH2:24][C:25]([OH:27])=[O:26] |f:2.3|. Procedure: Reaction of TBPA with AEEA gives an TBPA/AEEA adduct. AEEA is sold in commerce by Dow Chemical. 43.6 mmol of TBPA was added to a round bottom flask with 51.00 grams of pure toluene. The mixture is heated to reflux after which 43.6 mmol of AEEA was added dropwise and the solution refluxed for one hour. The toluene is removed using a rotary evaporator to produce a yellow solid. Starting materials: Cl.Cl.COC([C@H](CC1=CC=C(C=C1)C1=C(C(=NC=C1)C)C)NC(=O)[C@H]1NCC=2C=C3C(=CC2C1)OC[C@@H](O3)C3=CC=C(C=C3)OCC3=CC(=C(C=C3)Cl)Cl)=O ((S)-2-({(3S,8S)-3-[4-(3,4-Dichloro-benzyloxy)-phenyl]-2,3,6,7,8,9-hexahydro-[1,4]dioxino[2,3-g]isoquinoline-8-carbonyl}-amino)-3-[4-(2,3-dimethyl-pyridin-4-yl)-phenyl]-propionic acid methyl ester bis hydrochloride), CCN(C(C)C)C(C)C (DIEA), C(CCl)Cl (EDC), C(C)(C)(C)OC(=O)N1C(CCCC1)C(=O)O (piperidine-1,2-dicarboxylic acid mono-tert-butyl ester). Solvent: C(Cl)Cl (DCM), C(Cl)Cl (DCM). Run at time 15 minute. Yields the product Cl.Cl.ClC=1C=C(COC2=CC=C(C=C2)[C@@H]2OC=3C(=CC=4C[C@H](N(CC4C3)C(=O)C3NCCCC3)C(=O)N[C@H](C(=O)O)CC3=CC=C(C=C3)C3=C(C(=NC=C3)C)C)OC2)C=CC1Cl ((S)-2-{[(3S,8S)-3-[4-(3,4-Dichloro-benzyloxy)-phenyl]-7-(piperidine-2-carbonyl)-2,3,6,7,8,9-hexahydro-[1,4]dioxino[2,3-g]isoquinoline-8-carbonyl]-amino}-3-[4-(2,3-dimethyl-pyridin-4-yl)-phenyl]-propionic acid bis hydrochloride). The yield is 71.6%. RXN SMILES: Cl.Cl.C[O:4][C:5](=[O:55])[C@@H:6]([NH:22][C:23]([C@@H:25]1[CH2:34][C:33]2[CH:32]=[C:31]3[O:35][CH2:36][C@H:37]([C:39]4[CH:44]=[CH:43][C:42]([O:45][CH2:46][C:47]5[CH:52]=[CH:51][C:50]([Cl:53])=[C:49]([Cl:54])[CH:48]=5)=[CH:41][CH:40]=4)[O:38][C:30]3=[CH:29][C:28]=2[CH2:27][NH:26]1)=[O:24])[CH2:7][C:8]1[CH:13]=[CH:12][C:11]([C:14]2[CH:19]=[CH:18][N:17]=[C:16]([CH3:20])[C:15]=2[CH3:21])=[CH:10][CH:9]=1.CCN(C(C)C)C(C)C.C(Cl)C[Cl:67].C(OC([N:76]1[CH2:81][CH2:80][CH2:79][CH2:78][CH:77]1[C:82](O)=[O:83])=O)(C)(C)C>C(Cl)Cl>[ClH:53].[ClH:67].[Cl:54][C:49]1[CH:48]=[C:47]([CH:52]=[CH:51][C:50]=1[Cl:53])[CH2:46][O:45][C:42]1[CH:43]=[CH:44][C:39]([C@H:37]2[CH2:36][O:35][C:31]3=[CH:32][C:33]4[CH2:34][C@@H:25]([C:23]([NH:22][C@@H:6]([CH2:7][C:8]5[CH:13]=[CH:12][C:11]([C:14]6[CH:19]=[CH:18][N:17]=[C:16]([CH3:20])[C:15]=6[CH3:21])=[CH:10][CH:9]=5)[C:5]([OH:4])=[O:55])=[O:24])[N:26]([C:82]([CH:77]5[CH2:78][CH2:79][CH2:80][CH2:81][NH:76]5)=[O:83])[CH2:27][C:28]=4[CH:29]=[C:30]3[O:38]2)=[CH:40][CH:41]=1 |f:0.1.2,7.8.9|. Reported procedure: (S)-2-({(3S,8S)-3-[4-(3,4-Dichloro-benzyloxy)-phenyl]-2,3,6,7,8,9-hexahydro-[1,4]dioxino[2,3-g]isoquinoline-8-carbonyl}-amino)-3-[4-(2,3-dimethyl-pyridin-4-yl)-phenyl]-propionic acid methyl ester bis hydrochloride (25 mg) was suspended in DCM, 0.1 mL DIEA added and mixture concentrated to provide a solid. In a separate vial, EDC (35 mg) and piperidine-1,2-dicarboxylic acid mono-tert-butyl ester (83 mg) were dissolved in DCM and stirred 15 min. This solution was added to the solid and mixture sti...